From a dataset of the Open Reaction Database (ORD), a public repository of structured organic reaction records. describe an organic reaction: reactants, conditions, products, and yield The reactants are CCOC(=O)c1cc2c(C)c(OCc3ccccc3)ccc2[nH]1, CI, CN(C)C=O, [Cl-], [H-], [Na+], [Na+]. Yields the product CCOC(=O)c1cc2c(C)c(OCc3ccccc3)ccc2n1C. As a reaction SMILES: [CH2:1]([c:2]1[cH:3][cH:4][cH:5][cH:6][cH:7]1)[O:8][c:9]1[c:10]([CH3:23])[c:11]2[cH:12][c:13]([C:18](=[O:19])[O:20][CH2:21][CH3:22])[nH:14][c:15]2[cH:16][cH:17]1.[CH3:26][I:27].[CH3:30][N:31]([CH3:32])[CH:33]=[O:34].[Cl-:29].[H-:24].[Na+:25].[Na+:28]>>[CH2:1]([c:2]1[cH:3][cH:4][cH:5][cH:6][cH:7]1)[O:8][c:9]1[c:10]([CH3:23])[c:11]2[cH:12][c:13]([C:18](=[O:19])[O:20][CH2:21][CH3:22])[n:14]([CH3:26])[c:15]2[cH:16][cH:17]1. The reactants are FC1=CC=C(C=C1)C(C(C(=O)OCC)C)(O)C1=CC=C(C=C1)F (ethyl 3,3-bis(4-fluorophenyl)-3-hydroxy-2-methylpropionate), C1(=CC=C(C=C1)S(=O)(=O)O)C (p-toluenesulfonic acid). Run in C1(=CC=CC=C1)C (toluene). Product: FC1=CC=C(C=C1)C(=C(C(=O)OCC)C)C1=CC=C(C=C1)F (Ethyl 3,3-bis(4-fluorophenyl)-2-methylpropenoate). Isolated yield 41.3%. Reaction SMILES: [F:1][C:2]1[CH:7]=[CH:6][C:5]([C:8]([C:17]2[CH:22]=[CH:21][C:20]([F:23])=[CH:19][CH:18]=2)(O)[CH:9]([CH3:15])[C:10]([O:12][CH2:13][CH3:14])=[O:11])=[CH:4][CH:3]=1.C1(C)C=CC(S(O)(=O)=O)=CC=1>C1(C)C=CC=CC=1>[F:1][C:2]1[CH:3]=[CH:4][C:5]([C:8]([C:17]2[CH:18]=[CH:19][C:20]([F:23])=[CH:21][CH:22]=2)=[C:9]([CH3:15])[C:10]([O:12][CH2:13][CH3:14])=[O:11])=[CH:6][CH:7]=1. Procedure: A solution of ethyl 3,3-bis(4-fluorophenyl)-3-hydroxy-2-methylpropionate (0.5 g, 1.6 mmol) and p-toluenesulfonic acid (0.18 g) in toluene was heated at reflux for 2.5 hours. The solution was cooled and washed with saturated sodium bicarbonate solution and water. The organic layer was dried with magnesium sulfate and concentrated in vacuo. The residue was purified by chromatography on silica eluting with 0.5% ethyl acetate in hexane to give 0.2 g of the product as a clear oil which was crystalliz... Starting materials: C(=O)(O)C=1C=CC2=C(N=C(O2)C)C1 (5-Carboxy-2-methylbenzoxazole), P(=O)(Cl)(Cl)Cl (phosphorous oxychloride), NC1=CC=CC=C1 (aniline), mixture. Run in O (water). Run at temperature 100 celsius, time 45 minute. Yields the product C1(=CC=CC=C1)NC(=O)C=1C=CC2=C(N=C(O2)C)C1 (5-(Phenylcarbamoyl)-2-methylbenzoxazole). Isolated yield 594.6%. RXN SMILES: [C:1]([C:4]1[CH:5]=[CH:6][C:7]2[O:11][C:10]([CH3:12])=[N:9][C:8]=2[CH:13]=1)([OH:3])=O.P(Cl)(Cl)(Cl)=O.[NH2:19][C:20]1[CH:25]=[CH:24][CH:23]=[CH:22][CH:21]=1>O>[C:20]1([NH:19][C:1]([C:4]2[CH:5]=[CH:6][C:7]3[O:11][C:10]([CH3:12])=[N:9][C:8]=3[CH:13]=2)=[O:3])[CH:25]=[CH:24][CH:23]=[CH:22][CH:21]=1. Reported procedure: 5-Carboxy-2-methylbenzoxazole (2.0 g, 1.1 mmol) and phosphorous oxychloride (10 mL) were combined and heated at 100° C. for 1 hr. The reaction mixture was evaporated and the resulting oil was dissolved in 20 mL of acetonitrile and poured into a mixture of ice and water. The solid formed was collected, dissolved in 40 mL of acetonitrile and combined with aniline (2.0 g, 2.2 mmol). After stirring 45 min. the reaction mixture was poured into 500 mL of a mixture of ice and water. The resulting solid... Starting materials: Cl, C1COCCO1, CC(C)(C)OC(=O)N1CC=C(c2cncc(Oc3ccc4nc(NC5CCCCC5O)sc4c3)c2)CC1. The product is Cl, OC1CCCCC1Nc1nc2ccc(Oc3cncc(C4=CCNCC4)c3)cc2s1. RXN SMILES: [ClH:38].[O:39]1[CH2:40][CH2:41][O:42][CH2:43][CH2:44]1.[OH:1][CH:2]1[CH:3]([NH:8][c:9]2[s:10][c:11]3[c:12]([n:13]2)[cH:14][cH:15][c:16]([O:18][c:19]2[cH:20][c:21]([C:25]4=[CH:26][CH2:27][N:28]([C:31]([O:32][C:33]([CH3:34])([CH3:35])[CH3:36])=[O:37])[CH2:29][CH2:30]4)[cH:22][n:23][cH:24]2)[cH:17]3)[CH2:4][CH2:5][CH2:6][CH2:7]1>>[ClH:38].[OH:1][CH:2]1[CH:3]([NH:8][c:9]2[s:10][c:11]3[c:12]([n:13]2)[cH:14][cH:15][c:16]([O:18][c:19]2[cH:20][c:21]([C:25]4=[CH:26][CH2:27][NH:28][CH2:29][CH2:30]4)[cH:22][n:23][cH:24]2)[cH:17]3)[CH2:4][CH2:5][CH2:6][CH2:7]1. The reactants are CCN(C(C)C(=O)OC)S(=O)(=O)c1ccccc1[N+](=O)[O-], CC#N, [K+], [K+], O=C([O-])[O-], Sc1ccccc1. The product is CCNC(C)C(=O)OC. Reaction SMILES: [CH2:1]([CH3:2])[N:3]([CH:4]([C:5](=[O:6])[O:7][CH3:8])[CH3:9])[S:10]([c:11]1[cH:12][cH:13][cH:14][cH:15][c:16]1[N+:17]([O-:18])=[O:19])(=[O:20])=[O:21].[CH3:35][C:36]#[N:37].[K+:29].[K+:30].[O-:31][C:32]([O-:33])=[O:34].[SH:22][c:23]1[cH:24][cH:25][cH:26][cH:27][cH:28]1>>[CH2:1]([CH3:2])[NH:3][CH:4]([C:5](=[O:6])[O:7][CH3:8])[CH3:9]. The reactants are [BH4-], O=C1CCCC1=C1CCCC1, CO, [Na+]. Product: OC1CCCC1=C1CCCC1. As a reaction SMILES: [BH4-:12].[C:1]1(=[C:6]2[C:7](=[O:11])[CH2:8][CH2:9][CH2:10]2)[CH2:2][CH2:3][CH2:4][CH2:5]1.[CH3:14][OH:15].[Na+:13]>>[C:1]1(=[C:6]2[CH:7]([OH:11])[CH2:8][CH2:9][CH2:10]2)[CH2:2][CH2:3][CH2:4][CH2:5]1. Reactants: C1(CCCCC1)C(=O)C1=CC=C(N1C)S(=O)(=O)N (5-(Cyclohexanecarbonyl)-1-methyl-1H-pyrrole-2-sulfonamide), NN.O (NH2NH2.H2O), [OH-].[K+] (KOH). Solvent: O (water), C(COCCO)O (diethylene glycol). Yields the product C1(CCCCC1)CC1=CC=C(N1C)S(=O)(=O)N (5-(Cyclohexylmethyl)-1-methyl-1H-pyrrole-2-sulfonamide). Yield: 44.0%. Reaction SMILES: [CH:1]1([C:7]([C:9]2[N:13]([CH3:14])[C:12]([S:15]([NH2:18])(=[O:17])=[O:16])=[CH:11][CH:10]=2)=O)[CH2:6][CH2:5][CH2:4][CH2:3][CH2:2]1.NN.O.[OH-].[K+]>C(O)COCCO.O>[CH:1]1([CH2:7][C:9]2[N:13]([CH3:14])[C:12]([S:15]([NH2:18])(=[O:17])=[O:16])=[CH:11][CH:10]=2)[CH2:2][CH2:3][CH2:4][CH2:5][CH2:6]1 |f:1.2,3.4|. Procedure details: To a solution of compound 25d (1.1 g, 4.1 mmol) in diethylene glycol (50 mL) was added NH2NH2.H2O (0.28 g, 4.5 mmol). The mixture was refluxed for 2 h and then the water and excess NH2NH2.H2O was removed under vacuum. Then KOH (0.46 g, 8.2 mmol) was added and the mixture was refluxed for 4 h, cooled, diluted with water and extracted with EA. The combined organic layers were washed with brine, dried over Na2SO4, evaporated and purified by prep-TLC to give compound 25e (462 mg, 46%). Solvent: O1CCOCC1 (dioxane), O (water). Run at temperature 100 celsius, time 16 hour. Yields the product N1N=CC2=CC=C(C=C12)C=1C=C(OCC(CN2CC3=CC=CC=C3CC2)O)C=CC1 (1-(3-(1H-indazol-6-yl)phenoxy)-3-(3,4-dihydroisoquinolin-2(1H)-yl)propan-2-ol). The reagents and catalysts are C1=CC=C(C=C1)P([C-]2C=CC=C2)C3=CC=CC=C3.C1=CC=C(C=C1)P([C-]2C=CC=C2)C3=CC=CC=C3.Cl[Pd]Cl.[Fe+2] (Pd(dppf)Cl2). Procedure details: To a solution of 6-bromo-1H-indazole (64.2 mg, 0.326 mmol) in dioxane (4 ml) and water (1 mL) was added 1-(3,4-dihydroisoquinolin-2(1H)-yl)-3-(3-(4,4,5,5-tetramethyl-1,3,2-dioxaborolan-2-yl)phenoxy)propan-2-ol (200 mg, 0.489 mmol), Pd(dppf)Cl2 (24 mg, 0.03257 mmol) and K2CO3 (135 mg, 0.98 mmol) at 16° C. The reaction mixture was stirred for 16 h at 100° C. TLC (PE: EA=1:1) showed that the reaction was completed. The mixture was concentrated to provide a crude product which was purified by HPLC s... Reactants: BrC1=CC=C2C=NNC2=C1 (6-bromo-1H-indazole), C1N(CCC2=CC=CC=C12)CC(COC1=CC(=CC=C1)B1OC(C(O1)(C)C)(C)C)O (1-(3,4-dihydroisoquinolin-2(1H)-yl)-3-(3-(4,4,5,5-tetramethyl-1,3,2-dioxaborolan-2-yl)phenoxy)propan-2-ol), C(=O)([O-])[O-].[K+].[K+] (K2CO3), CC(OCC)=O (EA). Yield: 16.9%. Reaction SMILES: Br[C:2]1[CH:10]=[C:9]2[C:5]([CH:6]=[N:7][NH:8]2)=[CH:4][CH:3]=1.[CH2:11]1[C:20]2[C:15](=[CH:16][CH:17]=[CH:18][CH:19]=2)[CH2:14][CH2:13][N:12]1[CH2:21][CH:22]([OH:40])[CH2:23][O:24][C:25]1[CH:30]=[CH:29][CH:28]=[C:27](B2OC(C)(C)C(C)(C)O2)[CH:26]=1.C([O-])([O-])=O.[K+].[K+].CC(=O)OCC>O1CCOCC1.O.C1C=CC(P(C2C=CC=CC=2)[C-]2C=CC=C2)=CC=1.C1C=CC(P(C2C=CC=CC=2)[C-]2C=CC=C2)=CC=1.Cl[Pd]Cl.[Fe+2]>[NH:8]1[C:9]2[C:5](=[CH:4][CH:3]=[C:2]([C:27]3[CH:26]=[C:25]([CH:30]=[CH:29][CH:28]=3)[O:24][CH2:23][CH:22]([OH:40])[CH2:21][N:12]3[CH2:13][CH2:14][C:15]4[C:20](=[CH:19][CH:18]=[CH:17][CH:16]=4)[CH2:11]3)[CH:10]=2)[CH:6]=[N:7]1 |f:2.3.4,8.9.10.11|.